This data is from the Open Reaction Database (ORD), a public repository of structured organic reaction records. The task is: describe an organic reaction: reactants, conditions, products, and yield Product: CCOC(=O)C1(CCNc2ccc(Br)cc2C)CCN(C(=O)OC(C)(C)C)CC1. Starting materials: CCOC(=O)C1(CC=O)CCN(C(=O)OC(C)(C)C)CC1, Cc1cc(Br)ccc1N, CC(=O)O, CO, ClCCl, Nc1ccccc1. RXN SMILES: [CH2:10]([CH3:11])[O:12][C:13](=[O:14])[C:15]1([CH2:28][CH:29]=[O:30])[CH2:16][CH2:17][N:18]([C:21](=[O:22])[O:23][C:24]([CH3:25])([CH3:26])[CH3:27])[CH2:19][CH2:20]1.[CH3:1][c:2]1[c:3]([NH2:4])[cH:5][cH:6][c:7]([Br:9])[cH:8]1.[CH3:31][C:32](=[O:33])[OH:34].[CH3:45][OH:46].[Cl:42][CH2:43][Cl:44].[NH2:35][c:36]1[cH:37][cH:38][cH:39][cH:40][cH:41]1>>[CH3:1][c:2]1[c:3]([NH:4][CH2:29][CH2:28][C:15]2([C:13]([O:12][CH2:10][CH3:11])=[O:14])[CH2:16][CH2:17][N:18]([C:21](=[O:22])[O:23][C:24]([CH3:25])([CH3:26])[CH3:27])[CH2:19][CH2:20]2)[cH:5][cH:6][c:7]([Br:9])[cH:8]1. Starting materials: CCNC(=N)SC, CCC1NCCc2[nH]cnc21, CC#N. The product is CCNC(=N)N1CCc2[nH]cnc2C1CC. As a reaction SMILES: [CH2:12]([CH3:13])[NH:14][C:15]([S:16][CH3:17])=[NH:18].[CH2:1]([CH3:2])[CH:3]1[NH:4][CH2:5][CH2:6][c:7]2[c:8]1[n:9][cH:10][nH:11]2.[CH3:19][C:20]#[N:21]>>[CH2:1]([CH3:2])[CH:3]1[N:4]([C:15]([NH:14][CH2:12][CH3:13])=[NH:18])[CH2:5][CH2:6][c:7]2[c:8]1[n:9][cH:10][nH:11]2. Product: CC1=C(N=C(S1)CN1N=CC(=C1)C(=O)O)C1=CC(=CC=C1)C(F)(F)F (1-({5-methyl-4-[3-(trifluoromethyl)phenyl]-1,3-thiazol-2-yl}methyl)-1H-pyrazole-4-carboxylic acid). Yield: 47.6%. Run at time 5 hour. As a reaction SMILES: [CH3:1][C:2]1[S:6][C:5]([CH2:7][N:8]2[CH:12]=[C:11]([C:13]([O:15]CC)=[O:14])[CH:10]=[N:9]2)=[N:4][C:3]=1[C:18]1[CH:23]=[CH:22][CH:21]=[C:20]([C:24]([F:27])([F:26])[F:25])[CH:19]=1.[OH-].[Na+].Cl>C(O)C.[Cl-].[Na+].O>[CH3:1][C:2]1[S:6][C:5]([CH2:7][N:8]2[CH:12]=[C:11]([C:13]([OH:15])=[O:14])[CH:10]=[N:9]2)=[N:4][C:3]=1[C:18]1[CH:23]=[CH:22][CH:21]=[C:20]([C:24]([F:27])([F:25])[F:26])[CH:19]=1 |f:1.2,5.6.7|. Run in C(C)O (ethanol), [Cl-].[Na+].O (brine). Starting materials: Cl (hydrochloric acid), solution, CC1=C(N=C(S1)CN1N=CC(=C1)C(=O)OCC)C1=CC(=CC=C1)C(F)(F)F (ethyl 1-({5-methyl-4-[3-(trifluoromethyl)phenyl]-1,3-thiazol-2-yl}methyl)-1H-pyrazole-4-carboxylate), [OH-].[Na+] (sodium hydroxide). Reported procedure: To a solution (3 mL) of the compound (112 mg, 0.28 mmol) obtained in Example 34a in ethanol was added 2N aqueous sodium hydroxide solution (0.56 mL, 1.08 mmol), and the mixture was stirred at room temperature for 5 hr. The reaction mixture was neutralized with 1N aqueous hydrochloric acid solution, saturated brine was added, and the mixture was extracted with ethyl acetate. The obtained organic layer was washed with saturated brine, and dried over anhydrous sodium sulfate. The solvent was evapor... Reactants: ClC1=C(C=C(CNC(=O)C2CC2)C=C1)C1=NN(C(N1)=O)C1=CC(=C(C=C1)[N+](=O)[O-])OC (N-(4-chloro-3-(1-(3-methoxy-4-nitrophenyl)-5-oxo-4,5-dihydro-1H-1,2,4-triazol-3-yl)benzyl)cyclopropanecarboxamide), Cl (HCl). Reagents/catalysts: [Fe] (iron). The solvent is CO (methanol). The product is NC1=C(C=C(C=C1)N1N=C(NC1=O)C=1C=C(CNC(=O)C2CC2)C=CC1Cl)OC (N-(3-(1-(4-amino-3-methoxyphenyl)-5-oxo-4,5-dihydro-1H-1,2,4-triazol-3-yl)-4-chlorobenzyl)cyclopropanecarboxamide). The yield is 75.5%. Reaction SMILES: [Cl:1][C:2]1[CH:14]=[CH:13][C:5]([CH2:6][NH:7][C:8]([CH:10]2[CH2:12][CH2:11]2)=[O:9])=[CH:4][C:3]=1[C:15]1[NH:19][C:18](=[O:20])[N:17]([C:21]2[CH:26]=[CH:25][C:24]([N+:27]([O-])=O)=[C:23]([O:30][CH3:31])[CH:22]=2)[N:16]=1.Cl>[Fe].CO>[NH2:27][C:24]1[CH:25]=[CH:26][C:21]([N:17]2[C:18](=[O:20])[NH:19][C:15]([C:3]3[CH:4]=[C:5]([CH:13]=[CH:14][C:2]=3[Cl:1])[CH2:6][NH:7][C:8]([CH:10]3[CH2:12][CH2:11]3)=[O:9])=[N:16]2)=[CH:22][C:23]=1[O:30][CH3:31]. Reported procedure: The title compound was prepared according to the procedure as described in step-2 Intermediate-28 by using N-(4-chloro-3-(1-(3-methoxy-4-nitrophenyl)-5-oxo-4,5-dihydro-1H-1,2,4-triazol-3-yl)benzyl)cyclopropanecarboxamide (0.500 g, 1.12 mmol), iron powder (catalytic amount), methanol (20 mL), conc. HCl (5.0 mL) to afford 0.350 g of desired product. 1H NMR (300 MHz, DMSO d6): δ 0.69 (s, 4H), 1.22 (br s, 2H), 1.60 (m, 1H), 3.97 (s, 3H), 4.33 (d, J=5.4 Hz, 2H), 7.45-7.58 (m, 3H), 7.70 (d, J=9.3 Hz, ... Reactants: CCOCC.Cl (Ether HCl), C(=O)(OC(C)(C)C)N[C@@H](CC1=CNC2=CC=CC=C12)C(=O)N[C@@H](CC(C)C)C(=O)NCCC(=O)C=[N+]=[N-] (Boc-tryptophyl-leucyl-β-alanyl-diazomethane), C(=O)(O)[O-].[Na+] (NaHCO3). Run in C(C)(=O)OCC (ethyl acetate). Product: C(C)(C)(C)OC(=O)N[C@@H](CC1=CNC2=CC=CC=C12)C(=O)N[C@@H](CC(C)C)C(=O)NCCC(=O)CCl (t-Butyloxycarbonyl-L-Tryptophyl-L-Leucyl-β-Alanyl-chloromethane). Reaction SMILES: [C:1]([NH:8][C@H:9]([C:20]([NH:22][C@H:23]([C:28]([NH:30][CH2:31][CH2:32][C:33]([CH:35]=[N+]=[N-])=[O:34])=[O:29])[CH2:24][CH:25]([CH3:27])[CH3:26])=[O:21])[CH2:10][C:11]1[C:19]2[C:14](=[CH:15][CH:16]=[CH:17][CH:18]=2)[NH:13][CH:12]=1)([O:3][C:4]([CH3:7])([CH3:6])[CH3:5])=[O:2].CCOCC.[ClH:43].C([O-])(O)=O.[Na+]>C(OCC)(=O)C>[C:4]([O:3][C:1]([NH:8][C@H:9]([C:20]([NH:22][C@H:23]([C:28]([NH:30][CH2:31][CH2:32][C:33]([CH2:35][Cl:43])=[O:34])=[O:29])[CH2:24][CH:25]([CH3:26])[CH3:27])=[O:21])[CH2:10][C:11]1[C:19]2[C:14](=[CH:15][CH:16]=[CH:17][CH:18]=2)[NH:13][CH:12]=1)=[O:2])([CH3:7])([CH3:5])[CH3:6] |f:1.2,3.4|. Reported procedure: Boc-tryptophyl-leucyl-β-alanyl-diazomethane (Section 5.7.1) (0.24 g, 0.47 mmol) was dissolved in ethyl acetate (50 ml). Ether/HCl (40 ml) was added followed by 5% NaHCO3 (60 ml) 1 minute later. The mixture was agitated to neutralise the acid and the aqueous layer was removed. The organic phase was dried over magnesium sulphate and reduced to dryness. The peptide was recrystallised from ethyl acetate/petrol ether (40°/60° C.) and then diethyl ether/petrol ether (40°/60° C.). Yield 0.2 g (82%), m.... The reactants are CC(=O)Cl, Cc1ccccc1, CCOC(C)=O, O=C(Cl)C(=O)Cl, Nc1ccccc1Cl, ClCCl, [Li+], CN(C)C=O, [OH-], O, O, CC(O)(C(=O)O)C(F)(F)F, c1ccncc1. Yields the product CC(O)(C(=O)Nc1ccccc1Cl)C(F)(F)F. As a reaction SMILES: [CH3:1][C:2](=[O:3])[Cl:4].[CH3:38][c:39]1[cH:40][cH:41][cH:42][cH:43][cH:44]1.[CH3:49][CH2:50][O:51][C:52](=[O:53])[CH3:54].[Cl:15][C:16]([C:17]([Cl:18])=[O:19])=[O:20].[Cl:21][c:22]1[c:23]([NH2:24])[cH:25][cH:26][cH:27][cH:28]1.[Cl:45][CH2:46][Cl:47].[Li+:37].[O:55]=[CH:56][N:57]([CH3:58])[CH3:59].[OH-:36].[OH2:35].[OH2:48].[OH:5][C:6]([C:7](=[O:8])[OH:9])([C:10]([F:11])([F:12])[F:13])[CH3:14].[cH:29]1[cH:30][cH:31][n:32][cH:33][cH:34]1>>[OH:5][C:6]([C:7](=[O:8])[NH:24][c:23]1[c:22]([Cl:21])[cH:28][cH:27][cH:26][cH:25]1)([C:10]([F:11])([F:12])[F:13])[CH3:14]. The reactants are N[C@H](C(=O)O)CCC(=O)N[C@@H](CS)C(=O)NCC(=O)O (glutathione), [Cl-].[Cl-].[Ca+2] (CaCl2), CC1=C(C=2C=C(C=CC2N1C(=O)C=3C=CC(=CC3)Cl)OC)CC(=O)O (indomethacin), C(CN(CC(=O)O)CC(=O)O)N(CC(=O)O)CC(=O)O (EDTA). Run in CS(=O)C (DMSO), C(C(CO)(CO)N)O.Cl (Tris-HCl). Reaction conditions: time 10 minute. Product: CCCCCC=CCC=CCC=CC=CC(CCCC(=O)O)O (5-HETE). As a reaction SMILES: N[C@@H:2]([CH2:6][CH2:7][C:8](N[C@H](C(NCC(O)=O)=O)CS)=[O:9])[C:3]([OH:5])=[O:4].[Cl-].[Cl-].[Ca+2].CC1N(C(C2C=CC(Cl)=CC=2)=O)[C:32]2[CH:31]=[CH:30][C:29](OC)=[CH:28][C:27]=2[C:26]=1[CH2:45][C:46](O)=O.C(N([CH2:65][C:66](O)=O)CC(O)=O)CN(CC(O)=O)CC(O)=O>CS(C)=O.C(O)C(N)(CO)CO.Cl>[CH3:3][CH2:2][CH2:6][CH2:7][CH2:65][CH:66]=[CH:46][CH2:45][CH:26]=[CH:27][CH2:28][CH:29]=[CH:30][CH:31]=[CH:32][CH:8]([OH:9])[CH2:7][CH2:6][CH2:2][C:3]([OH:5])=[O:4] |f:1.2.3,7.8|. Procedure: For enzyme assay, 100-200 μl of enzyme was incubated in the presence and absence of test compound (prepared in DMSO) for 10 minutes at 30° C. in 0.05M Tris-HCl buffer (pH 7.2) containing 1 mM glutathione, 2 mM CaCl2, 14 μM indomethacin and 0.25 and 0.5 mM EDTA (final volume 400 μl). The final DMSO concentration in these assays was 4%. The assay was initiated by the addition of 100 μl 14C-arachidonic acid (58 mCi/mmole) and incubations were carried out for 10 minutes at 37° C. in a shaking water ... Starting materials: Cc1nc(-c2cncc(C=CCc3ccccc3)n2)sc1C(=O)NCc1ccccc1, CCOC(C)=O. Product: Cc1nc(-c2cncc(CCCc3ccccc3)n2)sc1C(=O)NCc1ccccc1. Reaction SMILES: [CH2:1]([c:2]1[cH:3][cH:4][cH:5][cH:6][cH:7]1)[NH:8][C:9](=[O:10])[c:11]1[c:12]([CH3:31])[n:13][c:14](-[c:16]2[n:17][c:18]([CH:22]=[CH:23][CH2:24][c:25]3[cH:26][cH:27][cH:28][cH:29][cH:30]3)[cH:19][n:20][cH:21]2)[s:15]1.[CH3:32][CH2:33][O:34][C:35](=[O:36])[CH3:37]>>[CH2:1]([c:2]1[cH:3][cH:4][cH:5][cH:6][cH:7]1)[NH:8][C:9](=[O:10])[c:11]1[c:12]([CH3:31])[n:13][c:14](-[c:16]2[n:17][c:18]([CH2:22][CH2:23][CH2:24][c:25]3[cH:26][cH:27][cH:28][cH:29][cH:30]3)[cH:19][n:20][cH:21]2)[s:15]1. The reactants are BrC=1C(=C(C(=O)OC)C=C(C1)Cl)C (methyl 3-bromo-5-chloro-2-methylbenzoate), C(C)(C)N(C(C)C)CC (N,N-diisopropyl ethylamine), CC1(C2=C(C(=CC=C2)P(C3=CC=CC=C3)C4=CC=CC=C4)OC5=C(C=CC=C51)P(C6=CC=CC=C6)C7=CC=CC=C7)C (Xanthphos), C1CCC(CC1)S (cyclohexylthiol). The reagents and catalysts are CC(=O)[O-].CC(=O)[O-].[Pd+2] (Pd(OAc)2). Solvent: O1CCOCC1 (1,4-dioxane). Yields the product ClC=1C=C(C(=C(C(=O)OC)C1)C)SC1CCCCC1 (methyl 5-chloro-3-(cyclohexylthio)-2-methylbenzoate). The yield is 88.3%. Reaction SMILES: Br[C:2]1[C:3]([CH3:13])=[C:4]([CH:9]=[C:10]([Cl:12])[CH:11]=1)[C:5]([O:7][CH3:8])=[O:6].C(N(CC)C(C)C)(C)C.CC1(C)C2C(=C(P(C3C=CC=CC=3)C3C=CC=CC=3)C=CC=2)OC2C(P(C3C=CC=CC=3)C3C=CC=CC=3)=CC=CC1=2.[CH2:65]1[CH2:70][CH2:69][CH:68]([SH:71])[CH2:67][CH2:66]1>O1CCOCC1.CC([O-])=O.CC([O-])=O.[Pd+2]>[Cl:12][C:10]1[CH:11]=[C:2]([S:71][CH:68]2[CH2:69][CH2:70][CH2:65][CH2:66][CH2:67]2)[C:3]([CH3:13])=[C:4]([CH:9]=1)[C:5]([O:7][CH3:8])=[O:6] |f:5.6.7|. Procedure details: To a stirred solution of methyl 3-bromo-5-chloro-2-methylbenzoate (1.0 g, 3.79 mmol) in 1,4-dioxane was added N,N-diisopropyl ethylamine (0.98 g, 7.59 mmol). The reaction mixture was purged with argon for 20 min. then Pd(OAc)2 (0.042 g, 0.189 mmol), Xanthphos (0.22 g, 0.38 mmol) and cyclohexylthiol (0.44 g, 3.79 mmol) was added to it sequentially and again purged with argon for 10 min. The reaction mixture was then refluxed for 16 h. On completion, water was added, and the product extracted with...